Task: describe an organic reaction: reactants, conditions, products, and yield. Dataset: the Open Reaction Database (ORD), a public repository of structured organic reaction records The reactants are C(CCC)C1(C(OC2=C1C=CC=C2)=O)CN2N=CN=C2 (3-butyl-3-[(1,2,4-triazol-1-yl)methyl]-2(3H)-benzofuranone), CN(C=O)C (dimethyl formamide), CC(C)([O-])C.[K+] (potassium t-butoxide), CI (methyl iodide). Run in O (water), C(C)OCC (ethyl ether), O (water). Run at time 5 minute. The product is COC1=C(C=CC=C1)C(C(=O)OC(C)(C)C)(C(CCC)C1=CC=CC=C1)CN1N=CN=C1 (t-Butyl 2-(2-methoxyphenyl)-3-phenyl-2-[(1,2,4-triazol-1-yl)methyl]hexanoate). The yield is 61.0%. RXN SMILES: [CH2:1]([C:5]1([CH2:15][N:16]2[CH:20]=[N:19][CH:18]=[N:17]2)[C:9]2[CH:10]=[CH:11][CH:12]=[CH:13][C:8]=2[O:7][C:6]1=[O:14])[CH2:2][CH2:3][CH3:4].CN(C)[CH:23]=[O:24].[CH3:26][C:27]([CH3:30])([O-])[CH3:28].[K+].CI>C(OCC)C.O>[CH3:23][O:24][C:8]1[CH:13]=[CH:12][CH:11]=[CH:10][C:9]=1[C:5]([CH2:15][N:16]1[CH:20]=[N:19][CH:18]=[N:17]1)([CH:1]([C:8]1[CH:13]=[CH:12][CH:11]=[CH:10][CH:9]=1)[CH2:2][CH2:3][CH3:4])[C:6]([O:7][C:27]([CH3:30])([CH3:28])[CH3:26])=[O:14] |f:2.3|. Reported procedure: To a clear solution of 3-butyl-3-[(1,2,4-triazol-1-yl)methyl]-2(3H)-benzofuranone (5.0 g, 0.0184 mole) and dimethyl formamide (20 mL) in a 300 mL round bottom flask, potassium t-butoxide (6.2 g, 0.0553 mole) was added and the reaction mixture stirred at room temperature for 5 minutes before adding methyl iodide (3.2 g, 0.0221 m). The reaction mixture was stirred with heating at 40° C. for 1 hour and 1.0 g of water was added. The stirring was continued for an additional 2 hours at 40° C., before ... Starting materials: ClC(COC1=CC=C(C#N)C=C1)=C (4-(2-Chloro-2-propeneoxy)benzonitrile), ClC(COC1=CC=C(C#N)C=C1)=C (4-(2-chloro-2-propeneoxy)benzonitrile), O (water), [H-].[Al+3].[Li+].[H-].[H-].[H-] (lithium aluminum hydride). Solvent: C(C)OCC (diethyl ether), C(C)OCC (diethyl ether). Run at time 30 minute. Product: ClC(COC1=CC=C(CN)C=C1)=C (4-(2-chloro-2-propeneoxy)benzylamine). Yield: 18.2%. RXN SMILES: [Cl:1][C:2](=[CH2:13])[CH2:3][O:4][C:5]1[CH:12]=[CH:11][C:8]([C:9]#[N:10])=[CH:7][CH:6]=1.[H-].[Al+3].[Li+].[H-].[H-].[H-].O>C(OCC)C>[Cl:1][C:2](=[CH2:13])[CH2:3][O:4][C:5]1[CH:12]=[CH:11][C:8]([CH2:9][NH2:10])=[CH:7][CH:6]=1 |f:1.2.3.4.5.6|. Reported procedure: 1 36 g of lithium aluminum hydride was suspended in 50 ml of diethyl ether, and a solution of 7.0 g of 4-(2-chloro-2-propeneoxy)benzonitrile in 40 ml of diethyl ether was added dropwise. After the addition, the mixture was stirred at room temperature for 30 minutes and then 10 ml of water was added dropwise for 30 minutes. The insoluble matter was removed by filtration. The ether layer was dried and diethyl ether was evaporated under reduced pressure to give 6.7 g of the desired 4-(2-chloro-2-pr... The reactants are [Br-], CC(C)(C)OC(=O)N(c1ccc(Cl)cc1)c1cncc(Cl)n1, Cc1cccc([Zn+])n1, C1CCOC1, Cl[Pd]Cl, c1ccc(P(c2ccccc2)c2ccccc2)cc1, c1ccc(P(c2ccccc2)c2ccccc2)cc1. Product: Cc1cccc(-c2cncc(N(C(=O)OC(C)(C)C)c3ccc(Cl)cc3)n2)n1. RXN SMILES: [Br-:1].[C:10]([CH3:11])([CH3:12])([CH3:13])[O:14][C:15]([N:16]([c:17]1[n:18][c:19]([Cl:23])[cH:20][n:21][cH:22]1)[c:24]1[cH:25][cH:26][c:27]([Cl:30])[cH:28][cH:29]1)=[O:31].[CH3:2][c:3]1[cH:4][cH:5][cH:6][c:7]([Zn+:9])[n:8]1.[O:32]1[CH2:33][CH2:34][CH2:35][CH2:36]1.[Pd:37]([Cl:38])[Cl:39].[c:40]1([P:41]([c:42]2[cH:43][cH:44][cH:45][cH:46][cH:47]2)[c:48]2[cH:49][cH:50][cH:51][cH:52][cH:53]2)[cH:54][cH:55][cH:56][cH:57][cH:58]1.[c:59]1([P:60]([c:61]2[cH:62][cH:63][cH:64][cH:65][cH:66]2)[c:67]2[cH:68][cH:69][cH:70][cH:71][cH:72]2)[cH:73][cH:74][cH:75][cH:76][cH:77]1>>[CH3:2][c:3]1[cH:4][cH:5][cH:6][c:7](-[c:19]2[n:18][c:17]([N:16]([C:15]([O:14][C:10]([CH3:11])([CH3:12])[CH3:13])=[O:31])[c:24]3[cH:25][cH:26][c:27]([Cl:30])[cH:28][cH:29]3)[cH:22][n:21][cH:20]2)[n:8]1. Reactants: CCCCN=C=O (N-butyl isocyanate), C1(=CC=CC=C1)CN1CCC(CC1)O (1-(Phenylmethyl)piperidin-4-ol), O (Water). The solvent is O1CCOCC1 (dioxane), O1CCOCC1 (dioxane). The product is C(CCC)NC(OC1CCN(CC1)CC1=CC=CC=C1)=O (1-(phenylmethyl)piperidin-4-yl butylcarbamate). Isolated yield 92.4%. RXN SMILES: [C:1]1([CH2:7][N:8]2[CH2:13][CH2:12][CH:11]([OH:14])[CH2:10][CH2:9]2)[CH:6]=[CH:5][CH:4]=[CH:3][CH:2]=1.[CH3:15][CH2:16][CH2:17][CH2:18][N:19]=[C:20]=[O:21].O>O1CCOCC1>[CH2:18]([NH:19][C:20](=[O:21])[O:14][CH:11]1[CH2:12][CH2:13][N:8]([CH2:7][C:1]2[CH:2]=[CH:3][CH:4]=[CH:5][CH:6]=2)[CH2:9][CH2:10]1)[CH2:17][CH2:16][CH3:15]. Reported procedure: 1-(Phenylmethyl)piperidin-4-ol (10 g, 52.2 mmol) was stirred in dioxane (90 ml) at room temperature. N-butyl isocyanate (5.0 g, 52.2 mmol) in dioxane (10 ml) was added and the reaction mixture was heated under reflux for 24 h. Water (20 ml) was added and the reaction mixture was concentrated in vacuo to give a brown oil. The crude product was partitioned between diethyl ether and water and the organic extracts were dried (MgSO4) to give the title compound as an oil (14 g, 92%). Reaction SMILES: O=[C:2]1[C:10]2[C:5](=[CH:6][CH:7]=[C:8]([C:11]3[CH:12]=[C:13]([CH:16]=[CH:17][CH:18]=3)[C:14]#[N:15])[CH:9]=2)[CH2:4][C:3]21[CH2:24][CH2:23][CH2:22][C:21]1[CH:25]=[CH:26][CH:27]=[CH:28][C:20]=1[CH2:19]2.C[Si]([N:33]=[C:34]=[N:35][Si](C)(C)C)(C)C>C(Cl)Cl.Cl[Ti](Cl)(Cl)Cl>[C:14]([C:13]1[CH:12]=[C:11]([C:8]2[CH:7]=[C:6]3[C:5](=[CH:10][CH:9]=2)[CH2:4][C:3]2([CH2:19][CH2:20][CH2:28][C:27]4[CH:23]=[CH:22][CH:21]=[CH:25][C:26]=4[CH2:2]2)[C:24]3=[N:35][C:34]#[N:33])[CH:18]=[CH:17][CH:16]=1)#[N:15]. Reported procedure: To a solution of 3-(1′-oxo-1′,3′,5,7,8,9-hexahydrospiro[benzo[7]annulene-6,2′-indene]-6′-yl)benzonitrile (31 mg, 0.086 mmol) in CH2Cl2 (2 mL) was added TiCl4 (66 mg). It was stirred in microwave at 50° C. for 5 minutes. Then bis-trimethylsilylcarbodiimide (112 mg, 0.6 mmol) was added. The resulting mixture was stirred in microwave at 60° C. for 10 minutes. The reaction mixture was poured into ice-water, extracted with DCM. The combined organic phases were dried over anhydrous Na2SO4, and filtere... Reactants: O=C1C2(CC3=CC=C(C=C13)C=1C=C(C#N)C=CC1)CC1=C(CCC2)C=CC=C1 (3-(1′-oxo-1′,3′,5,7,8,9-hexahydrospiro[benzo[7]annulene-6,2′-indene]-6′-yl)benzonitrile), ice water, C[Si](C)(C)N=C=N[Si](C)(C)C (bis-trimethylsilylcarbodiimide). Isolated yield 150.0%. The solvent is C(Cl)Cl (CH2Cl2). The product is C(#N)C=1C=C(C=CC1)C=1C=C2C(C3(CC2=CC1)CC1=C(CCC3)C=CC=C1)=NC#N (N-(5′-(3-cyanophenyl)-5,7,8,9-tetrahydrospiro[benzo[7]annulene-6,2′-indene]-3′(1′H)-ylidene)cyanamide). Reagents/catalysts: Cl[Ti](Cl)(Cl)Cl (TiCl4). Reaction conditions: temperature 50 celsius, time 5 minute.